Dataset: the Open Reaction Database (ORD), a public repository of structured organic reaction records. Task: describe an organic reaction: reactants, conditions, products, and yield Reactants: BrC1=CC=2C3=C(C=NC2C=C1)N(C(N3C=3C(=NN(C3)C)C)=O)C (8-bromo-1-(1,3-dimethyl-1H-pyrazol-4-yl)-3-methyl-1,3-dihydro-imidazo[4,5-c]quinolin-2-one), BrC1=CC=2C3=C(C=NC2C=C1)N(C(N3C=3C(=NN(C3)C)C)=O)C (8-bromo-1-(1,3-dimethyl-1H-pyrazol-4-yl)-3-methyl-1,3-dihydro-imidazo[4,5-c]quinolin-2-one), CC1=NC=C(C=C1NS(=O)(=O)C)B1OC(C(O1)(C)C)(C)C (N-[2-methyl-5-(4,4,5,5-tetramethyl-[1,3,2]dioxaborolan-2-yl)-pyridin-3-yl]-methanesulfonamide). Product: CN1N=C(C(=C1)N1C(N(C=2C=NC=3C=CC(=CC3C21)C=2C=C(C(=NC2)C)NS(=O)(=O)C)C)=O)C (N-{5-[1-(1,3-Dimethyl-1H-pyrazol-4-yl)-3-methyl-2-oxo-2,3-dihydro-1H-imidazo[4,5-c]quinolin-8-yl]-2-methyl-pyridin-3-yl}-methanesulfonamide). Reaction SMILES: Br[C:2]1[CH:11]=[CH:10][C:9]2[N:8]=[CH:7][C:6]3[N:12]([CH3:23])[C:13](=[O:22])[N:14]([C:15]4[C:16]([CH3:21])=[N:17][N:18]([CH3:20])[CH:19]=4)[C:5]=3[C:4]=2[CH:3]=1.[CH3:24][C:25]1[C:30]([NH:31][S:32]([CH3:35])(=[O:34])=[O:33])=[CH:29][C:28](B2OC(C)(C)C(C)(C)O2)=[CH:27][N:26]=1>>[CH3:20][N:18]1[CH:19]=[C:15]([N:14]2[C:5]3[C:4]4[CH:3]=[C:2]([C:28]5[CH:29]=[C:30]([NH:31][S:32]([CH3:35])(=[O:33])=[O:34])[C:25]([CH3:24])=[N:26][CH:27]=5)[CH:11]=[CH:10][C:9]=4[N:8]=[CH:7][C:6]=3[N:12]([CH3:23])[C:13]2=[O:22])[C:16]([CH3:21])=[N:17]1. Procedure details: The title compound was synthesized in a similar manner as described for Example 1.1 using 8-bromo-1-(1,3-dimethyl-1H-pyrazol-4-yl)-3-methyl-1,3-dihydro-imidazo[4,5-c]quinolin-2-one (Intermediate A) and N-[2-methyl-5-(4,4,5,5-tetramethyl-[1,3,2]dioxaborolan-2-yl)-pyridin-3-yl]-methanesulfonamide (Stage 76.1.1) to give the title compound as a white solid. (HPLC: tR 2.06 min (Method A); M+H=478 MS-ES; 1H-NMR (d6-DMSO, 400 MHz) 9.51-9.47 (m, 1H), 8.98 (s, 1H), 8.46-8.42 (m, 1H), 8.15-8.09 (m, 2H), 7... Starting materials: CCOCC, COC(=O)C(=O)c1ccc(O)cc1, CCCCCC, CN(C)C=O, ClCOc1ccccc1, [H-], [Na+]. The product is COC(=O)C(=O)c1ccc(OCOc2ccccc2)cc1. As a reaction SMILES: [CH2:31]([O:32][CH2:33][CH3:34])[CH3:35].[CH3:1][O:2][C:3]([C:4]([c:5]1[cH:6][cH:7][c:8]([OH:11])[cH:9][cH:10]1)=[O:12])=[O:13].[CH3:25][CH2:26][CH2:27][CH2:28][CH2:29][CH3:30].[CH3:36][N:37]([CH3:38])[CH:39]=[O:40].[Cl:16][CH2:17][O:18][c:19]1[cH:20][cH:21][cH:22][cH:23][cH:24]1.[H-:14].[Na+:15]>>[CH3:1][O:2][C:3]([C:4]([c:5]1[cH:6][cH:7][c:8]([O:11][CH2:17][O:18][c:19]2[cH:20][cH:21][cH:22][cH:23][cH:24]2)[cH:9][cH:10]1)=[O:12])=[O:13].